describe an organic reaction: reactants, conditions, products, and yield From a dataset of the Open Reaction Database (ORD), a public repository of structured organic reaction records. The reactants are [OH-].[Na+] (sodium hydroxide), COC(=O)CNS(=O)(=O)C1CCCCC1 (N-(methoxycarbonylmethyl)cyclohexanesulfonamide), ClC(C(Cl)Cl)(SCl)Cl (1,1,2,2-tetrachloroethylsulfenyl chloride). Reagents/catalysts: [Cl-].C(C)[N+](CC1=CC=CC=C1)(CC)CC (triethylbenzylammonium chloride). The solvent is O (water), ClCCl (dichloromethane). Conditions: temperature 25 celsius, time 3 hour. The product is COC(=O)CN(S(=O)(=O)C1CCCCC1)SC(C(Cl)Cl)(Cl)Cl (N-methoxycarbonylmethyl-N-(1,1,2,2-tetrachloroethylthio)cyclohexanesulfonamide). Yield: 19.2%. RXN SMILES: [OH-].[Na+].[CH3:3][O:4][C:5]([CH2:7][NH:8][S:9]([CH:12]1[CH2:17][CH2:16][CH2:15][CH2:14][CH2:13]1)(=[O:11])=[O:10])=[O:6].[Cl:18][C:19]([Cl:25])([S:23]Cl)[CH:20]([Cl:22])[Cl:21]>O.[Cl-].C([N+](CC)(CC)CC1C=CC=CC=1)C.ClCCl>[CH3:3][O:4][C:5]([CH2:7][N:8]([S:23][C:19]([Cl:25])([Cl:18])[CH:20]([Cl:22])[Cl:21])[S:9]([CH:12]1[CH2:17][CH2:16][CH2:15][CH2:14][CH2:13]1)(=[O:10])=[O:11])=[O:6] |f:0.1,5.6|. Procedure: A 1.2 g (0.03 mol) sample of sodium hydroxide in 1.2 ml water was added dropwise to a solution of 6.5 g (0.03 mol) N-(methoxycarbonylmethyl)cyclohexanesulfonamide, 7.0 g (0.03 mol) 1,1,2,2-tetrachloroethylsulfenyl chloride, 0.5 g. triethylbenzylammonium chloride in 100 ml dichloromethane. The resulting reaction mixture was stirred at about 25° C. for 3 hours, washed with water, dried over magnesium sulfate and evaporated under reduced pressure to give an oil residue. The residue was chromatograp...